From a dataset of the Open Reaction Database (ORD), a public repository of structured organic reaction records. describe an organic reaction: reactants, conditions, products, and yield Reactants: COCCC1=CC(=NN1)C1=CC=CC=C1 (5-(2-methoxyethyl)-3-phenyl-1H-pyrazole), BrBr (bromine). Run in C(Cl)Cl (DCM). Run at temperature 0 celsius, time 1 hour. Product: BrC=1C(=NNC1CCOC)C1=CC=CC=C1 (4-Bromo-5-(2-methoxyethyl)-3-phenyl-1H-pyrazole). Yield: 89.9%. Reaction SMILES: [CH3:1][O:2][CH2:3][CH2:4][C:5]1[NH:9][N:8]=[C:7]([C:10]2[CH:15]=[CH:14][CH:13]=[CH:12][CH:11]=2)[CH:6]=1.[Br:16]Br>C(Cl)Cl>[Br:16][C:6]1[C:7]([C:10]2[CH:15]=[CH:14][CH:13]=[CH:12][CH:11]=2)=[N:8][NH:9][C:5]=1[CH2:4][CH2:3][O:2][CH3:1]. Procedure details: To a solution of 5-(2-methoxyethyl)-3-phenyl-1H-pyrazole (2.0 g, 9.89 mmol) in DCM (100 mL) was added bromine (4.74 g, 29.7 mmol) dropwise at 0° C. The reaction was stirred at 0° C. for 1 h and then at room temperature for 2 h before quenching with Na2SO3 (10% aqueous). The organic phase was removed and the aqueous layer was extracted with DCM (2×50 mL). The organic layers were combined, washed with brine, dried over MgSO4, and concentrated to give the title compound (2.5 g). LCMS m/z=281.1 [M+H... Starting materials: [BH4-], CC(C)(C)c1ccc(C=O)cc1, CO, NCCc1ccccc1Cl, Cl, [Na+]. The product is CC(C)(C)c1ccc(CNCCc2ccccc2Cl)cc1. RXN SMILES: [BH4-:23].[C:1]([CH3:2])([CH3:3])([CH3:4])[c:5]1[cH:6][cH:7][c:8]([CH:9]=[O:10])[cH:11][cH:12]1.[CH3:26][OH:27].[Cl:13][c:14]1[c:15]([CH2:20][CH2:21][NH2:22])[cH:16][cH:17][cH:18][cH:19]1.[ClH:25].[Na+:24]>>[C:1]([CH3:2])([CH3:3])([CH3:4])[c:5]1[cH:6][cH:7][c:8]([CH2:9][NH:22][CH2:21][CH2:20][c:15]2[c:14]([Cl:13])[cH:19][cH:18][cH:17][cH:16]2)[cH:11][cH:12]1. The reactants are C(C)N(C(C)C)C(C)C ((i-Pr)2EtN), CN1CCNCC1 (N-methyl piperazine), C=1C=CC2=C(C1)N=NN2O (HOBt), C(CCl)Cl (EDC), Cl.BrC1=CC2=C(NC(CN(C2)CC(=O)O)=O)N=C1 ((7-bromo-2-oxo-1,2,3,5-tetrahydro-pyrido[2,3-e][1,4]diazepin-4-yl)acetic acid hydrochloride). Solvent: C(Cl)Cl (CH2Cl2), C(Cl)Cl (CH2Cl2). Conditions: time 8 hour. Yields the product BrC1=CC2=C(NC(CN(C2)CC(=O)N2CCN(CC2)C)=O)N=C1 (7-Bromo-4-[2-(4-methyl-piperazin-1-yl)-2-oxo-ethyl]-1,3,4,5-tetrahydro-pyrido[2,3-e][1,4]diazepin-2-one). Yield: 83.5%. As a reaction SMILES: Cl.[Br:2][C:3]1[CH:18]=[N:17][C:6]2[NH:7][C:8](=[O:16])[CH2:9][N:10]([CH2:12][C:13]([OH:15])=O)[CH2:11][C:5]=2[CH:4]=1.C(N(C(C)C)C(C)C)C.[CH3:28][N:29]1[CH2:34][CH2:33][NH:32][CH2:31][CH2:30]1.C1C=CC2N(O)N=NC=2C=1.C(Cl)CCl>C(Cl)Cl>[Br:2][C:3]1[CH:18]=[N:17][C:6]2[NH:7][C:8](=[O:16])[CH2:9][N:10]([CH2:12][C:13]([N:32]3[CH2:33][CH2:34][N:29]([CH3:28])[CH2:30][CH2:31]3)=[O:15])[CH2:11][C:5]=2[CH:4]=1 |f:0.1|. Procedure: A suspension of (7-bromo-2-oxo-1,2,3,5-tetrahydro-pyrido[2,3-e][1,4]diazepin-4-yl)acetic acid hydrochloride (1.66 g, 4.45 mmol) in CH2Cl2 (50 mL) was treated sequentially with (i-Pr)2EtN (3.1 mL, 18 mmol), N-methyl piperazine (0.54 mL, 4.87 mmol), HOBt (0.66 g, 4.88 mmol), and EDC (0.95 g, 4.96 mmol). After stirring overnight, the mixture was diluted with CH2Cl2 (100 mL) and then washed with H2O (100 mL). The aqueous layer was extracted with CH2Cl2 (4×100 mL). The combined organic layers were dr... Reactants: CN1CCOCC1 (NMM), Cl.CONC (O,N-dimethylhydroxylamine hydrochloride), C(C)(C)(C)OC(=O)N1[C@H](CCC1)C(=O)O ((R)-1-(tert-butoxycarbonyl)pyrrolidine-2-carboxylic acid), CN1CCOCC1 (NMM), C(OCC)(=O)Cl (ethyl carbonochloridate). Run in C(Cl)Cl (DCM), C(Cl)Cl (DCM). Run at time 15 minute. Product: CON(C(=O)[C@@H]1N(CCC1)C(=O)OC(C)(C)C)C ((R)-tert-butyl 2-(methoxy(methyl)carbamoyl)pyrrolidine-1-carboxylate). Yield: 68.0%. As a reaction SMILES: [C:1]([O:5][C:6]([N:8]1[CH2:12][CH2:11][CH2:10][C@@H:9]1[C:13]([OH:15])=O)=[O:7])([CH3:4])([CH3:3])[CH3:2].CN1CCOCC1.C(Cl)(=O)OCC.Cl.[CH3:30][O:31][NH:32][CH3:33]>C(Cl)Cl>[CH3:30][O:31][N:32]([CH3:33])[C:13]([C@H:9]1[CH2:10][CH2:11][CH2:12][N:8]1[C:6]([O:5][C:1]([CH3:2])([CH3:3])[CH3:4])=[O:7])=[O:15] |f:3.4|. Procedure: To a solution of (R)-1-(tert-butoxycarbonyl)pyrrolidine-2-carboxylic acid (11.93 g, 55.42 mmol) and DCM (70 mL) cooled to −15° C. was added a solution of NMM (5.79 g, 57.3 mmol), ethyl carbonochloridate (12.03 g, 110.8 mmol) and DCM (50 mL) and the mixture was stirred for 15 min. Additional NMM (11.59 g, 114.5 mmol) was added followed by portion wise addition of O,N-dimethylhydroxylamine hydrochloride (10.81 g, 110.8 mmol). The reaction was stirred at RT for 18 h. The reaction was poured onto wa...